From a dataset of the Open Reaction Database (ORD), a public repository of structured organic reaction records. describe an organic reaction: reactants, conditions, products, and yield Product: CC(C)(CCO)c1ccccc1. The reactants are [Al+3], CC(C)(CC(=O)O)c1ccccc1, [H-], [H-], [H-], [H-], [Li+], [Na+], C1CCOC1, [OH-], O. As a reaction SMILES: [Al+3:2].[CH3:7][C:8]([CH2:9][C:10](=[O:11])[OH:12])([CH3:13])[c:14]1[cH:15][cH:16][cH:17][cH:18][cH:19]1.[H-:1].[H-:4].[H-:5].[H-:6].[Li+:3].[Na+:22].[O:23]1[CH2:24][CH2:25][CH2:26][CH2:27]1.[OH-:21].[OH2:20]>>[CH3:7][C:8]([CH2:9][CH2:10][OH:11])([CH3:13])[c:14]1[cH:15][cH:16][cH:17][cH:18][cH:19]1. Reactants: OC1=CC=C2C(CC(OC2=C1C)(C)C)=O (7-Hydroxy-2,2,8-trimethyl4-chromanone), C(C1=CC=CC=C1)Cl (benzyl chloride), C([O-])([O-])=O.[K+].[K+] (potassium carbonate), [I-].[K+] (potassium iodide). Solvent: CC(=O)C (acetone). Product: C(C1=CC=CC=C1)(=O)OC1=CC=C2C(CC(OC2=C1C)(C)C)=O (7-Benzoyloxy-2,2,8-trimethyl-4-chromanone). Yield: 82.4%. RXN SMILES: [OH:1][C:2]1[C:11]([CH3:12])=[C:10]2[C:5]([C:6](=[O:15])[CH2:7][C:8]([CH3:14])([CH3:13])[O:9]2)=[CH:4][CH:3]=1.[CH2:16](Cl)[C:17]1[CH:22]=[CH:21][CH:20]=[CH:19][CH:18]=1.C(=O)([O-])[O-:25].[K+].[K+].[I-].[K+]>CC(C)=O>[C:16]([O:1][C:2]1[C:11]([CH3:12])=[C:10]2[C:5]([C:6](=[O:15])[CH2:7][C:8]([CH3:13])([CH3:14])[O:9]2)=[CH:4][CH:3]=1)(=[O:25])[C:17]1[CH:22]=[CH:21][CH:20]=[CH:19][CH:18]=1 |f:2.3.4,5.6|. Reported procedure: The mixture of 10.3 g. of the compound obtained in (1), 8.2 g. of benzyl chloride, 10.2 g. of potassium carbonate, 0.5 g. of potassium iodide, and 100 ml of acetone was refluxed for 2 hours. The mixture was then filtered, and the filtrate was concentrated. Ether was added to the concentrate. The ether layer was washed successively with water, 1 N aqueous sodium hydroxide, and again with water. The solution was dried over magnesium sulfate, and the solvent was distilled off under reduced pressure...